From a dataset of the Open Reaction Database (ORD), a public repository of structured organic reaction records. describe an organic reaction: reactants, conditions, products, and yield Starting materials: C(C)(=O)N1CC2=C(C(=CC(=C2CC1)Br)[N+](=O)[O-])NC(C)=O (N-(2-Acetyl-5-bromo-7-nitro-1,2,3,4-tetrahydro-8-isoquinolinyl)-acetamide), Cl (HCl). The product is Cl.BrC1=C2CCNCC2=C(C(=C1)[N+](=O)[O-])N (5-Bromo-7-nitro-1,2,3,4-tetrahydro-8-isoquinolinylamine monohydrochloride). Isolated yield 77.0%. RXN SMILES: C([N:4]1[CH2:13][CH2:12][C:11]2[C:6](=[C:7]([NH:18]C(=O)C)[C:8]([N+:15]([O-:17])=[O:16])=[CH:9][C:10]=2[Br:14])[CH2:5]1)(=O)C.[ClH:22]>>[ClH:22].[Br:14][C:10]1[CH:9]=[C:8]([N+:15]([O-:17])=[O:16])[C:7]([NH2:18])=[C:6]2[C:11]=1[CH2:12][CH2:13][NH:4][CH2:5]2 |f:2.3|. Procedure: A solution of the product from Example 4 (11.7 g, 32.8 mmol) and 3N HCl (400 mL) was heated to reflux for 4 hours. Upon cooling to room temperature, the solids were filtered, washed with 3N HCl and diethyl ether, and air dried to give the title compound (7.8 g, 77% yield) as a yellow solid, mp-305-307° C.